Task: describe an organic reaction: reactants, conditions, products, and yield. Dataset: the Open Reaction Database (ORD), a public repository of structured organic reaction records Starting materials: CNC=1C(=CC=CC1)C(=O)C(=O)O (N-methylisatic acid), O (water), N (ammonia). Solvent: C(C)O (ethanol). Reaction conditions: temperature 80 celsius. The product is C(N)(=O)C1=C(NC)C=CC=C1 (2-carbamoyl-N-methylaniline). Isolated yield 84.0%. Reaction SMILES: [CH3:1][NH:2][C:3]1[C:4]([C:9](C(O)=O)=[O:10])=[CH:5][CH:6]=[CH:7][CH:8]=1.O.[NH3:15]>C(O)C>[C:9]([C:4]1[CH:5]=[CH:6][CH:7]=[CH:8][C:3]=1[NH:2][CH3:1])(=[O:10])[NH2:15]. Reported procedure: 10.0 g of N-methylisatic acid are added gradually to 140 ml of water at a room temperature and 9.6 g of aqueous ammonia are added dropwise thereto. The mixture is warmed to a temperature of 80° C. during 45 minutes and ethanol is added thereto until the reaction mixture becomes colorless. Then, the reaction mixture is cooled to a room temperature and the precipitated crystals are collected by filtration to obtain 7.11 of 2-carbamoyl-N-methylaniline as colorless crystal.